From a dataset of the Open Reaction Database (ORD), a public repository of structured organic reaction records. describe an organic reaction: reactants, conditions, products, and yield Reactants: Cc1oc(C(CCCC2CCCCC2)CC(=O)NOCc2ccccc2)nc1C=O, CCN(C(C)C)C(C)C, Cl, NC1CCOCC1. Yields the product Cc1oc(C(CCCC2CCCCC2)CC(=O)NOCc2ccccc2)nc1CNC1CCOCC1. RXN SMILES: [CH2:1]([c:2]1[cH:3][cH:4][cH:5][cH:6][cH:7]1)[O:8][NH:9][C:10]([CH2:11][CH:12]([CH2:13][CH2:14][CH2:15][CH:16]1[CH2:17][CH2:18][CH2:19][CH2:20][CH2:21]1)[c:22]1[o:23][c:24]([CH3:29])[c:25]([CH:27]=[O:28])[n:26]1)=[O:30].[CH:39]([N:40]([CH2:41][CH3:42])[CH:43]([CH3:44])[CH3:45])([CH3:46])[CH3:47].[ClH:38].[NH2:31][CH:32]1[CH2:33][CH2:34][O:35][CH2:36][CH2:37]1>>[CH2:1]([c:2]1[cH:3][cH:4][cH:5][cH:6][cH:7]1)[O:8][NH:9][C:10]([CH2:11][CH:12]([CH2:13][CH2:14][CH2:15][CH:16]1[CH2:17][CH2:18][CH2:19][CH2:20][CH2:21]1)[c:22]1[o:23][c:24]([CH3:29])[c:25]([CH2:27][NH:31][CH:32]2[CH2:33][CH2:34][O:35][CH2:36][CH2:37]2)[n:26]1)=[O:30]. The reactants are C(C)OC(C(C)(C)OC1=C(C=C(C=C1)O)C)=O (2-(4-hydroxy-2-methyl-phenoxy)-2-methyl-propionic acid ethyl ester), ClCC=1C(=NC(=NC1)C1=CC=C(C=C1)C(F)(F)F)CCOC (5-chloromethyl-4-(2-methoxy-ethyl)-2-(4-trifluoromethyl-phenyl)-pyrimidine). Yields the product C(C)OC(C(C)(C)OC1=C(C=C(C=C1)OCC=1C(=NC(=NC1)C1=CC=C(C=C1)C(F)(F)F)CCOC)C)=O (2-{4-[4-(2-Methoxy-ethyl)-2-(4-trifluoromethyl-phenyl)-pyrimidin-5-ylmethoxy]-2-methyl-phenoxy}-2-methyl-propionic acid ethyl ester). RXN SMILES: [CH2:1]([O:3][C:4](=[O:17])[C:5]([O:8][C:9]1[CH:14]=[CH:13][C:12]([OH:15])=[CH:11][C:10]=1[CH3:16])([CH3:7])[CH3:6])[CH3:2].Cl[CH2:19][C:20]1[C:21]([CH2:36][CH2:37][O:38][CH3:39])=[N:22][C:23]([C:26]2[CH:31]=[CH:30][C:29]([C:32]([F:35])([F:34])[F:33])=[CH:28][CH:27]=2)=[N:24][CH:25]=1>>[CH2:1]([O:3][C:4](=[O:17])[C:5]([O:8][C:9]1[CH:14]=[CH:13][C:12]([O:15][CH2:19][C:20]2[C:21]([CH2:36][CH2:37][O:38][CH3:39])=[N:22][C:23]([C:26]3[CH:27]=[CH:28][C:29]([C:32]([F:35])([F:34])[F:33])=[CH:30][CH:31]=3)=[N:24][CH:25]=2)=[CH:11][C:10]=1[CH3:16])([CH3:6])[CH3:7])[CH3:2]. Reported procedure: In analogy to the procedures described in example 101A], 2-(4-hydroxy-2-methyl-phenoxy)-2-methyl-propionic acid ethyl ester (described in WO 02/092590) was reacted with 5-chloromethyl-4-(2-methoxy-ethyl)-2-(4-trifluoromethyl-phenyl)-pyrimidine (example 110B]) to give the title compound as light yellow oil. Reactants: NO.CC1=NC2=CC=CC=C2C(=C1)COC1=CC=C(C=C1)S(=O)(=O)NC1C(CNCC1)C(=O)O (4-[4-(2-methyl-quinolin-4-ylmethoxy)-benzenesulfonylamino]-piperidine-3-carboxylic acid hydroxylamine), cis- and trans-1-formyl-3-[4-(2-methyl-quinolin-4-ylmethoxy)-benzenesulfonyl amino]-piperidine-4-carboxylic acid hydroxyamide, C(=O)O (formic acid). Product: ONC(=O)C1C(CN(CC1)C=O)NS(=O)(=O)C1=CC=C(C=C1)OCC1=CC(=NC2=CC=CC=C12)C (1-Formyl-3-[4-(2-methyl-quinolin-4-ylmethoxy)-benzenesulfonylamino]-piperidine-4-carboxylic acid hydroxyamide). RXN SMILES: [NH2:1][OH:2].[CH3:3][C:4]1[CH:13]=[C:12]([CH2:14][O:15][C:16]2[CH:21]=[CH:20][C:19]([S:22]([NH:25][CH:26]3CCNC[CH:27]3[C:32](O)=[O:33])(=[O:24])=[O:23])=[CH:18][CH:17]=2)[C:11]2[C:6](=[CH:7][CH:8]=[CH:9][CH:10]=2)[N:5]=1.[CH:35]([OH:37])=O>>[OH:2][NH:1][C:32]([CH:27]1[CH2:3][CH2:4][N:5]([CH:35]=[O:37])[CH2:6][CH:26]1[NH:25][S:22]([C:19]1[CH:20]=[CH:21][C:16]([O:15][CH2:14][C:12]2[C:11]3[C:6](=[CH:7][CH:8]=[CH:9][CH:10]=3)[N:5]=[C:4]([CH3:3])[CH:13]=2)=[CH:17][CH:18]=1)(=[O:24])=[O:23])=[O:33] |f:0.1|. Procedure: According to the procedure of Example 29, Step 2, 0.4 g (0.878 mmol) of 4-[4-(2-methyl-quinolin-4-ylmethoxy)-benzenesulfonylamino]-piperidine-3-carboxylic acid hydroxylamine and formic acid gave a mixture of cis- and trans-1-formyl-3-[4-(2-methyl-quinolin-4-ylmethoxy)-benzenesulfonyl amino]-piperidine-4-carboxylic acid hydroxyamide as an amorphous white solid (0.035 g, 8%) after reverse phase HPLC (Gilson) on a Phenomex C-18 semi-prep column, eluting with an acetonitrile:water gradient. MS: 499 ... Reactants: S(=S)(=O)([O-])[O-].[Na+].[Na+] (sodium thiosulfate), C([O-])([O-])=O.[K+].[K+] (potassium carbonate), FC1=CC=C(C=C1)C1=C(SC2=C1N=C(N=C2)SC)C(=O)N (7-(4-fluorophenyl)-2-(methylsulfanyl)thieno[3,2-d]pyrimidine-6-carboxamide), B1(OO1)[O-].O.O.O.O.[Na+] (sodium perborate tetrahydrate). Solvent: C(C)(=O)O (acetic acid), ClCCl (dichloromethane). Conditions: temperature 70 celsius. The product is FC1=CC=C(C=C1)C1=C(SC2=C1N=C(N=C2)S(=O)(=O)C)C(=O)N (7-(4-fluorophenyl)-2-(methylsulfonyl)thieno[3,2-d]pyrimidine-6-carboxamide). The yield is 60.6%. Reaction SMILES: [F:1][C:2]1[CH:7]=[CH:6][C:5]([C:8]2[C:12]3[N:13]=[C:14]([S:17][CH3:18])[N:15]=[CH:16][C:11]=3[S:10][C:9]=2[C:19]([NH2:21])=[O:20])=[CH:4][CH:3]=1.B1([O-])OO1.[OH2:26].[OH2:27].O.O.[Na+].S([O-])([O-])(=O)=S.[Na+].[Na+].C(=O)([O-])[O-].[K+].[K+]>C(O)(=O)C.ClCCl>[F:1][C:2]1[CH:7]=[CH:6][C:5]([C:8]2[C:12]3[N:13]=[C:14]([S:17]([CH3:18])(=[O:27])=[O:26])[N:15]=[CH:16][C:11]=3[S:10][C:9]=2[C:19]([NH2:21])=[O:20])=[CH:4][CH:3]=1 |f:1.2.3.4.5.6,7.8.9,10.11.12|. Procedure details: A mixture of 135 mg of 7-(4-fluorophenyl)-2-(methylsulfanyl)thieno[3,2-d]pyrimidine-6-carboxamide and 293 mg of sodium perborate tetrahydrate in 5 ml of acetic acid is microwave-heated at 70° C. in a sealed tube for 1 h 30. The mixture is taken up with dichloromethane and 100 ml of a sodium thiosulfate solution. The pH is adjusted to pH 8-9 by adding solid potassium carbonate and the aqueous phase is extracted with dichloromethane. The organic phases are dried over magnesium sulfate, filtered, a...